This data is from the Open Reaction Database (ORD), a public repository of structured organic reaction records. The task is: describe an organic reaction: reactants, conditions, products, and yield The reactants are CC1(CC1)OCCOS(=O)(=O)C1=CC=C(C=C1)C (toluene-4-sulfonic acid 2-(1-methylcyclopropoxy)ethyl ester), CNC(C)=O (N-methylacetamide), [H-].[Na+] (sodium hydride). Yield: 20.1%. The product is CN(C(C)=O)CCOC1(CC1)C (N-methyl-N-(2-(1-methylcyclopropoxy)ethyl)acetamide). Reported procedure: Dissolve 2-(1-methylcyclopropoxy)ethanol (362.3 mg, 3.12 mmol) (see Tet. Lett. 1999, 40, 8647-8650) and triethylamine (473.4 mg, 4.68 mmol) in 10 mL methylene chloride at 0° C. Dissolve para-toluenesulfonyl chloride (596.1 mg, 3.12 mmol) in 10 mL methylene chloride and add it dropwise to the reaction. After 30 minutes raise the reaction to room temperature and allow it to stir for 24 hours. Dilute the reaction with methylene chloride and wash it with water (1×), 1N HCl (1×), saturated aqueous so... Conditions: time 22 hour. Solvent: O1CCCC1 (tetrahydrofuran), O1CCCC1 (tetrahydrofuran), O1CCCC1 (tetrahydrofuran). RXN SMILES: [CH3:1][NH:2][C:3](=[O:5])[CH3:4].[H-].[Na+].[CH3:8][C:9]1([O:12][CH2:13][CH2:14]OS(C2C=CC(C)=CC=2)(=O)=O)[CH2:11][CH2:10]1>O1CCCC1>[CH3:1][N:2]([CH2:14][CH2:13][O:12][C:9]1([CH3:8])[CH2:11][CH2:10]1)[C:3](=[O:5])[CH3:4] |f:1.2|. Reactants: C1(=CC=CC=C1)N(C1=CC=C(C=C1)C1=CC=C(C=C1)N(C1=CC(=CC=C1)OC)C1=CC=CC=C1)C1=CC(=CC=C1)OC (N,N'-diphenyl-N,N'-bis(3-methoxy phenyl)-[1,1'-biphenyl]-4,4'diamine), [I-].[Na+] (sodium iodide), S1(=O)(=O)CCCC1 (sulfolane), COC=1C=C(C=CC1)N(C1=CC=C(C=C1)C1=CC=C(C=C1)N(C1=CC=CC=C1)C1=CC(=CC=C1)OC)C1=CC=CC=C1 (N,N'-di(3-methoxyphenyl)-N,N'-diphenyl-[1,1'-biphenyl]-4,4'diamine), C[Si](Cl)(C)C (trimethyl(chlorosilane)). Solvent: CCCCCCC (heptane), O (water), O (water), CC(=O)C (acetone). Reaction conditions: temperature 120 celsius, time 2 hour. The product is C1(=CC=CC=C1)N(C1=CC=C(C=C1)C1=CC=C(C=C1)N(C1=CC(=CC=C1)O)C1=CC=CC=C1)C1=CC(=CC=C1)O (N,N'-diphenyl-N,N'-bis(3-hydroxyphenyl)-(1,1'-biphenyl)-4,4'-diamine). The yield is 85.0%. As a reaction SMILES: C[O:2][C:3]1[CH:4]=[C:5]([N:9]([C:37]2[CH:42]=[CH:41][CH:40]=[CH:39][CH:38]=2)[C:10]2[CH:15]=[CH:14][C:13]([C:16]3[CH:21]=[CH:20][C:19]([N:22]([C:29]4[CH:34]=[CH:33][CH:32]=[C:31]([O:35]C)[CH:30]=4)[C:23]4[CH:28]=[CH:27][CH:26]=[CH:25][CH:24]=4)=[CH:18][CH:17]=3)=[CH:12][CH:11]=2)[CH:6]=[CH:7][CH:8]=1.[I-].[Na+].S1(CCCC1)(=O)=O.C[Si](C)(C)Cl>CC(C)=O.CCCCCCC.O>[C:37]1([N:9]([C:5]2[CH:6]=[CH:7][CH:8]=[C:3]([OH:2])[CH:4]=2)[C:10]2[CH:11]=[CH:12][C:13]([C:16]3[CH:17]=[CH:18][C:19]([N:22]([C:23]4[CH:28]=[CH:27][CH:26]=[CH:25][CH:24]=4)[C:29]4[CH:34]=[CH:33][CH:32]=[C:31]([OH:35])[CH:30]=4)=[CH:20][CH:21]=3)=[CH:14][CH:15]=2)[CH:42]=[CH:41][CH:40]=[CH:39][CH:38]=1 |f:1.2|. Reported procedure: N,N'-diphenyl-N,N'-bis(3-hydroxyphenyl)-(1,1'-biphenyl)-4,4'-diamine was prepared, for example, from N,N'-di(3-methoxyphenyl)-N,N'-diphenyl-[1,1'-biphenyl]-4,4'diamine by placing into a two liter three-necked round bottom flask, equipped with a mechanical stirrer and an argon gas inlet, 137.5 gms, N,N'-diphenyl-N,N'-bis(3-methoxy phenyl)-[1,1'-biphenyl]-4,4'diamine (0.25 moles), 223.5 gms anhydrous sodium iodide (1.5 moles) and 500 milliliters warm sulfolane (distilled). The contents of the flas... Starting materials: NC1=C(C2=C(S1)CCCC2)C(C2=CC=CC=C2)=O (2-amino-3-benzoyl-4,5,6,7-tetrahydrobenzo[b]thiophene), N1=CC=CC=C1 (pyridine), CCOCC (ether), C(C)(=O)Cl (acetyl chloride). Solvent: O (water). Yields the product C(C)(=O)NC1=C(C2=C(S1)CCCC2)C(C2=CC=CC=C2)=O (2-acetylamino-3-benzoyl-4,5,6,7-tetrahydrobenzo[b]thiophene). As a reaction SMILES: [NH2:1][C:2]1[S:6][C:5]2[CH2:7][CH2:8][CH2:9][CH2:10][C:4]=2[C:3]=1[C:11](=[O:18])[C:12]1[CH:17]=[CH:16][CH:15]=[CH:14][CH:13]=1.N1C=CC=CC=1.[CH3:25][CH2:26][O:27]CC.C(Cl)(=O)C>O>[C:26]([NH:1][C:2]1[S:6][C:5]2[CH2:7][CH2:8][CH2:9][CH2:10][C:4]=2[C:3]=1[C:11](=[O:18])[C:12]1[CH:17]=[CH:16][CH:15]=[CH:14][CH:13]=1)(=[O:27])[CH3:25]. Reported procedure: To a mixture of 35 g of 2-amino-3-benzoyl-4,5,6,7-tetrahydrobenzo[b]thiophene, 35 g of pyridine and 1950 ml of anhydrous ether is added dropwise 35 g of acetyl chloride. Then the reaction mixture is stirred under reflux for 3 hours. After cooling, the reaction mixture is poured into water. The ether layer is separated and washed with water, and dried over sodium sulfate. The solvent is removed under reduced pressure to give an oily residure, which is crystallized from ether to give 2-acetylamino... Solvent: CN(C)C=O (DMF). Starting materials: ClC=1C=C(C=CC1OC)C1=NOC=C1C(=O)O (3-(3-chloro-4-methoxyphenyl)-isoxazole-4-carboxylic acid), C(C)N(C(C)C)C(C)C (N-ethyl-N-isopropylpropan-2-amine), CN(C)C(=[N+](C)C)ON1C2=C(C=CC=C2)N=N1.[B-](F)(F)(F)F (TBTU), Cl.Cl.N1=CC(=CC=C1)C1(CNCC1)O (3-pyridin-3-ylpyrrolidin-3-ol dihydrochloride). Procedure: A solution of 3-(3-chloro-4-methoxyphenyl)-isoxazole-4-carboxylic acid (10 mg, 0.04 mmol), N-ethyl-N-isopropylpropan-2-amine (14 μL, 0.08 mmol, 2 equ.) and TBTU (15 mg, 0.046 mmol, 1.2 equ.) in DMF (0.3 mL) was added to 3-pyridin-3-ylpyrrolidin-3-ol dihydrochloride (9 mg, 0.04 mmol). After 1 h at rt the crude product was purified by RP-HPLC. The pure fractions were basified (NaHCO3) and extracted with ethyl acetate, dried (Na2SO4), evaporated and dried in vacuum to yield the title compound (8 mg... As a reaction SMILES: [Cl:1][C:2]1[CH:3]=[C:4]([C:10]2[C:14]([C:15]([OH:17])=O)=[CH:13][O:12][N:11]=2)[CH:5]=[CH:6][C:7]=1[O:8][CH3:9].C(N(C(C)C)C(C)C)C.CN(C(ON1N=NC2C=CC=CC1=2)=[N+](C)C)C.[B-](F)(F)(F)F.Cl.Cl.[N:51]1[CH:56]=[CH:55][CH:54]=[C:53]([C:57]2([OH:62])[CH2:61][CH2:60][NH:59][CH2:58]2)[CH:52]=1>CN(C=O)C>[Cl:1][C:2]1[CH:3]=[C:4]([C:10]2[C:14]([C:15]([N:59]3[CH2:60][CH2:61][C:57]([C:53]4[CH:52]=[N:51][CH:56]=[CH:55][CH:54]=4)([OH:62])[CH2:58]3)=[O:17])=[CH:13][O:12][N:11]=2)[CH:5]=[CH:6][C:7]=1[O:8][CH3:9] |f:2.3,4.5.6|. Isolated yield 50.0%. Yields the product ClC=1C=C(C=CC1OC)C1=NOC=C1C(=O)N1CC(CC1)(O)C=1C=NC=CC1 (1-{[3-(3-chloro-4-methoxyphenyl)isoxazol-4-yl]carbonyl}-3-pyridin-3-ylpyrrolidin-3-ol). The reactants are Brc1cncnc1, O=C([O-])[O-], CC(=O)[O-], CC(=O)[O-], Cl, [Cs+], [Cs+], CC(C)(C)c1ccc(N2C(=O)N(Cc3ccnc(N)c3)C(C)(C)C2=O)cc1, C1COCCO1, [Pd+2]. Yields the product CC(C)(C)c1ccc(N2C(=O)N(Cc3ccnc(Nc4cncnc4)c3)C(C)(C)C2=O)cc1. As a reaction SMILES: [Br:35][c:36]1[cH:37][n:38][cH:39][n:40][cH:41]1.[C:29](=[O:30])([O-:31])[O-:32].[C:48]([O-:49])(=[O:50])[CH3:51].[C:52]([O-:53])(=[O:54])[CH3:55].[ClH:1].[Cs+:33].[Cs+:34].[NH2:2][c:3]1[n:4][cH:5][cH:6][c:7]([CH2:9][N:10]2[C:11](=[O:28])[N:12]([c:18]3[cH:19][cH:20][c:21]([C:24]([CH3:25])([CH3:26])[CH3:27])[cH:22][cH:23]3)[C:13](=[O:17])[C:14]2([CH3:15])[CH3:16])[cH:8]1.[O:42]1[CH2:43][CH2:44][O:45][CH2:46][CH2:47]1.[Pd+2:56]>>[NH:2]([c:3]1[n:4][cH:5][cH:6][c:7]([CH2:9][N:10]2[C:11](=[O:28])[N:12]([c:18]3[cH:19][cH:20][c:21]([C:24]([CH3:25])([CH3:26])[CH3:27])[cH:22][cH:23]3)[C:13](=[O:17])[C:14]2([CH3:15])[CH3:16])[cH:8]1)[c:36]1[cH:37][n:38][cH:39][n:40][cH:41]1.